Dataset: the Open Reaction Database (ORD), a public repository of structured organic reaction records. Task: describe an organic reaction: reactants, conditions, products, and yield The reactants are CC1=CC=C(C=C1)CCC(N)(C)C (3-(4-methylphenyl)-1,1-dimethylpropanamine), FC(C=1C=C(C=CC1)C(=O)C=O)(F)F (3-trifluoromethylphenyl glyoxal), C1(=CC=CC=C1)C(=O)C=O (phenylglyoxal). Yields the product CC1=CC=C(C=C1)CCC(C)(C)NCC(C1=CC=CC=C1)O (N-(3-(4-Methylphenyl)-1,1-dimethylpropyl)-2-hydroxy-2-phenyl ethanamine). RXN SMILES: [CH3:1][C:2]1[CH:7]=[CH:6][C:5]([CH2:8][CH2:9][C:10]([CH3:13])([CH3:12])[NH2:11])=[CH:4][CH:3]=1.FC(F)(F)[C:16]1[CH:17]=[C:18]([C:22]([CH:24]=O)=[O:23])[CH:19]=[CH:20][CH:21]=1.C1(C(C=O)=O)C=CC=CC=1>>[CH3:1][C:2]1[CH:7]=[CH:6][C:5]([CH2:8][CH2:9][C:10]([NH:11][CH2:24][CH:22]([OH:23])[C:18]2[CH:19]=[CH:20][CH:21]=[CH:16][CH:17]=2)([CH3:13])[CH3:12])=[CH:4][CH:3]=1. Reported procedure: The title compound was prepared in the manner described in Example 9, replacing 2-(4-methylphenyl)-1,1-dimethylethanamine by 3-(4-methylphenyl)-1,1-dimethylpropanamine and 3-trifluoromethylphenyl glyoxal by phenylglyoxal. The chromatographed material was recrystallised from hexane to give the title compound m.p. 107-110. τ (CDCl3) 8.95 (6H, s), 8.2-8.7 (2H, m), 7.8 (3H, s), 7.3-7.7 (4H, m), 5.7-6.5 (2H, m), 5.5 (1H, t, J=6 Hz), 2.9 (4H, s), 2.7 (4H, m). The reactants are C(C1=CC=CC=C1)(=O)O (Benzoic acid), NC1=C(C=C(CNC2=CC=NC3=C2C2N(C(N3)=O)CCCO2)C=C1)F (11-(4-amino-3-fluorobenzylamino)-3,4,7,11b-tetrahydro-[1,3]oxazino[3,2-c]pyrido[3,2-e]pyrimidin-6(2H)-one), C1COC(=O)N1P(=O)(N2CCOC2=O)Cl (Bop-Cl), CCN(C(C)C)C(C)C (DIEA). Solvent: CN(C)C=O (DMF). Run at time 8 hour. The product is FC1=C(C=CC(=C1)CNC1=CC=NC2=C1C1N(C(N2)=O)CCCO1)NC(C1=CC=CC=C1)=O (N-(2-fluoro-4-((6-oxo-2,3,4,6,7,11b-hexahydro-[1,3] oxazino [3,2-c] pyrido [3,2-e] pyrimidin-11-ylamino) methyl)phenyl) benzamide). The yield is 9.2%. RXN SMILES: [C:1]([OH:9])(=O)[C:2]1[CH:7]=[CH:6][CH:5]=[CH:4][CH:3]=1.C1N(P(Cl)(N2C(=O)OCC2)=O)C(=O)OC1.CCN(C(C)C)C(C)C.[NH2:34][C:35]1[CH:57]=[CH:56][C:38]([CH2:39][NH:40][C:41]2[C:46]3[CH:47]4[O:55][CH2:54][CH2:53][CH2:52][N:48]4[C:49](=[O:51])[NH:50][C:45]=3[N:44]=[CH:43][CH:42]=2)=[CH:37][C:36]=1[F:58]>CN(C=O)C>[F:58][C:36]1[CH:37]=[C:38]([CH2:39][NH:40][C:41]2[C:46]3[CH:47]4[O:55][CH2:54][CH2:53][CH2:52][N:48]4[C:49](=[O:51])[NH:50][C:45]=3[N:44]=[CH:43][CH:42]=2)[CH:56]=[CH:57][C:35]=1[NH:34][C:1](=[O:9])[C:2]1[CH:3]=[CH:4][CH:5]=[CH:6][CH:7]=1. Procedure: Benzoic acid (35 mg; 0.17 mmol), Bop-Cl (39 mg; 0.16 mmol), DIEA (0.04 mL; 0.25 mmol), and 45 (55mg, 0.26 mmol) were suspended in DMF (2 mL), and stirred overnight at room temperature. The crude reaction mixture was purified directly via HPLC to provide 52 (7 mg, 10% yield) as a solid. LC-MS (M+H=448, obsd.=448).